Dataset: the Open Reaction Database (ORD), a public repository of structured organic reaction records. Task: describe an organic reaction: reactants, conditions, products, and yield The reactants are C(CCCCCCCCCCCC)(=O)Cl (Tridecanoyl chloride), ONN=CC(C(=O)NC1=C(C=C(C=C1OC)OC)OC)C1=CC=CC=C1 (α-[(hydroxyamino)iminomethyl]-N-(2,4,6-trimethoxyphenyl)-benzene acetamide), CCN(C(C)C)C(C)C (Hunig's base). The solvent is C1CCOC1 (THF), C1CCOC1 (THF). Product: C(CCCCCCCCCCC)C1=NC(=NO1)C(C(=O)NC1=C(C=C(C=C1OC)OC)OC)C1=CC=CC=C1 ((±)-5-Dodecyl-α-phenyl-N-(2,4,6-trimethoxyphenyl)-1,2,4-oxadiazole-3-acetamide). Isolated yield 40.9%. Reaction SMILES: [C:1](Cl)(=[O:14])[CH2:2][CH2:3][CH2:4][CH2:5][CH2:6][CH2:7][CH2:8][CH2:9][CH2:10][CH2:11][CH2:12][CH3:13].ON[N:18]=[CH:19][CH:20]([C:36]1[CH:41]=[CH:40][CH:39]=[CH:38][CH:37]=1)[C:21]([NH:23][C:24]1[C:29]([O:30][CH3:31])=[CH:28][C:27]([O:32][CH3:33])=[CH:26][C:25]=1[O:34][CH3:35])=[O:22].CC[N:44](C(C)C)C(C)C>C1COCC1>[CH2:2]([C:1]1[O:14][N:44]=[C:19]([CH:20]([C:36]2[CH:41]=[CH:40][CH:39]=[CH:38][CH:37]=2)[C:21]([NH:23][C:24]2[C:29]([O:30][CH3:31])=[CH:28][C:27]([O:32][CH3:33])=[CH:26][C:25]=2[O:34][CH3:35])=[O:22])[N:18]=1)[CH2:3][CH2:4][CH2:5][CH2:6][CH2:7][CH2:8][CH2:9][CH2:10][CH2:11][CH2:12][CH3:13]. Procedure details: Tridecanoyl chloride (15.08 g, 0.061 mol) was added to a mixture of α-[(hydroxyamino)iminomethyl]-N-(2,4,6-trimethoxyphenyl)-benzene acetamide (19.8 g, 0.055 mol), Hunig's base (10.6 mL, 0.061 mol), and THF (200 mL). The mixture was stirred in THF at room temperature for 2 hours, then concentrated in vacuo and dissolved in glacial acetic acid (50 mL) and refluxed for 2 hours, then concentrated in vacuo, azeotroped with toluene (2×250 mL), and columned on silica gel eluting with 35% ethyl acetate... Starting materials: BrC1=CC=C(C=C1)[C@H](C(F)(F)F)O ((R)-1-(4-Bromophenyl)-2,2,2-trifluoroethanol), FC=1C=C(C=CC1)B(O)O (3-fluorophenylboronic acid). Product: FC([C@H](O)C1=CC=C(C=C1)C1=CC(=CC=C1)F)(F)F ((R)-2,2,2-Trifluoro-1-(3′-fluorobiphenyl-4-yl)ethanol). As a reaction SMILES: Br[C:2]1[CH:7]=[CH:6][C:5]([C@@H:8]([OH:13])[C:9]([F:12])([F:11])[F:10])=[CH:4][CH:3]=1.[F:14][C:15]1[CH:16]=[C:17](B(O)O)[CH:18]=[CH:19][CH:20]=1>>[F:10][C:9]([F:12])([F:11])[C@@H:8]([C:5]1[CH:6]=[CH:7][C:2]([C:19]2[CH:18]=[CH:17][CH:16]=[C:15]([F:14])[CH:20]=2)=[CH:3][CH:4]=1)[OH:13]. Reported procedure: Similar to the above procedure, the title compound was prepared from (R)-1-(4-bromophenyl)-2,2,2-trifluoroethanol (2) and 3-fluorophenylboronic acid. 1H NMR (CDCl3): δ 7.62 (d, J=6.0 Hz, 2H), 7.56 (d, J=6.3 Hz, 2H), 7.42 (m, 2H), 7.28 (m, 1H), 7.06 (m, 1H), 5.82 (q, J=5.1 Hz, 1H).